This data is from the Open Reaction Database (ORD), a public repository of structured organic reaction records. The task is: describe an organic reaction: reactants, conditions, products, and yield The reactants are C1(CC1)C(=O)NC1=C(C(=O)O)C=C(C=C1)O (2-(cyclopropanecarbonyl-amino)-5-hydroxy-benzoic acid), FC(C1=C(CBr)C=CC=C1)(F)F (2-(trifluoromethyl)-benzyl bromide), [OH-].[K+] (KOH). The solvent is CC(=O)C (acetone). Run at time 4 hour. Yields the product C1(CC1)C(=O)NC1=C(C(=O)O)C=C(C=C1)OCC1=C(C=CC=C1)C(F)(F)F (2-(Cyclopropanecarbonyl-amino)-5-(2-trifluoromethyl-benzyloxy)-benzoic Acid). The yield is 49.4%. Reaction SMILES: [CH:1]1([C:4]([NH:6][C:7]2[CH:15]=[CH:14][C:13]([OH:16])=[CH:12][C:8]=2[C:9]([OH:11])=[O:10])=[O:5])[CH2:3][CH2:2]1.[F:17][C:18]([F:28])([F:27])[C:19]1[CH:26]=[CH:25][CH:24]=[CH:23][C:20]=1[CH2:21]Br.[OH-].[K+]>CC(C)=O>[CH:1]1([C:4]([NH:6][C:7]2[CH:15]=[CH:14][C:13]([O:16][CH2:21][C:20]3[CH:23]=[CH:24][CH:25]=[CH:26][C:19]=3[C:18]([F:17])([F:27])[F:28])=[CH:12][C:8]=2[C:9]([OH:11])=[O:10])=[O:5])[CH2:3][CH2:2]1 |f:2.3|. Reported procedure: A mixture of 2-(cyclopropanecarbonyl-amino)-5-hydroxy-benzoic acid (7.0 g, 32 mmol) and 2-(trifluoromethyl)-benzyl bromide (9.09 g, 38 mmol) in 0.5 M KOH (158 mL, 79 mmol) and acetone (200 mL) was heated to reflux. After 4 hours, acetone was evaporated and the resulting mixture was diluted with more water and washed with CH2Cl2. The water phase was acidified with 1 M HCl and the resulting solid was collected by filtration. Recrystallisation in methanol gave the product as an off-white powder (6.... Starting materials: ClCl (chlorine), ClC1(CC1)C(CC1=C(C=CC=C1)Cl)(CN1N=CN=C1S)O (2-(1-chloro-cyclopropyl)-1-(2-chloro-phenyl)-3-(5-mercapto-1,2,4-triazol-1-yl)-propan-2-ol), [C-]#N.[K+] (potassium cyanide). Run in C(C)(=O)O (acetic acid), ClCCl (dichloromethane). Run at temperature 20 celsius, time 20 hour. Yields the product ClC1(CC1)C(CC1=C(C=CC=C1)Cl)(CN1N=CN=C1SC#N)O (2-(1-chloro-cyclopropyl)-1-(2-chloro-phenyl)-3-(5-thiocyanato-1,2,4-triazol-1-yl)-propan-2-ol). Isolated yield 65.0%. RXN SMILES: ClCl.[Cl:3][C:4]1([C:7]([OH:23])([CH2:16][N:17]2[C:21]([SH:22])=[N:20][CH:19]=[N:18]2)[CH2:8][C:9]2[CH:14]=[CH:13][CH:12]=[CH:11][C:10]=2[Cl:15])[CH2:6][CH2:5]1.[C-:24]#[N:25].[K+]>C(O)(=O)C.ClCCl>[Cl:3][C:4]1([C:7]([OH:23])([CH2:16][N:17]2[C:21]([S:22][C:24]#[N:25])=[N:20][CH:19]=[N:18]2)[CH2:8][C:9]2[CH:14]=[CH:13][CH:12]=[CH:11][C:10]=2[Cl:15])[CH2:6][CH2:5]1 |f:2.3|. Procedure details: At 20° C., chlorine gas is introduced into a mixture of 1.72 g (5 mmol) of 2-(1-chloro-cyclopropyl)-1-(2-chloro-phenyl)-3-(5-mercapto-1,2,4-triazol-1-yl)-propan-2-ol and 0.65 g (10 mmol) of potassium cyanide in 20 ml of acetic acid. The reaction mixture is stirred at 20° C. for 20 hours and then diluted with dichloromethane. The mixture is then extracted repeatedly with dilute aqueous sodium hydroxide solution and the organic phase is dried over sodium sulphate and concentrated under reduced pre...